This data is from the Open Reaction Database (ORD), a public repository of structured organic reaction records. The task is: describe an organic reaction: reactants, conditions, products, and yield Starting materials: CCS(=O)(=O)N1CCN(c2cnc(N(C(=O)OC(C)(C)C)C(=O)OC(C)(C)C)c(C#C[Si](C)(C)C)n2)CC1, CO, [K+], [K+], O=C([O-])[O-]. Product: C#Cc1nc(N2CCN(S(=O)(=O)CC)CC2)cnc1N(C(=O)OC(C)(C)C)C(=O)OC(C)(C)C. RXN SMILES: [C:1]([CH3:2])([CH3:3])([CH3:4])[O:5][C:6](=[O:7])[N:8]([C:9]([O:10][C:11]([CH3:12])([CH3:13])[CH3:14])=[O:15])[c:16]1[n:17][cH:18][c:19]([N:28]2[CH2:29][CH2:30][N:31]([S:34](=[O:35])(=[O:36])[CH2:37][CH3:38])[CH2:32][CH2:33]2)[n:20][c:21]1[C:22]#[C:23][Si:24]([CH3:25])([CH3:26])[CH3:27].[CH3:45][OH:46].[K+:39].[K+:40].[O-:41][C:42]([O-:43])=[O:44]>>[C:1]([CH3:2])([CH3:3])([CH3:4])[O:5][C:6](=[O:7])[N:8]([C:9]([O:10][C:11]([CH3:12])([CH3:13])[CH3:14])=[O:15])[c:16]1[n:17][cH:18][c:19]([N:28]2[CH2:29][CH2:30][N:31]([S:34](=[O:35])(=[O:36])[CH2:37][CH3:38])[CH2:32][CH2:33]2)[n:20][c:21]1[C:22]#[CH:23]. Reactants: BrCC(=O)C1CCC2(CC1)CCCCC2 (2-bromo-1-spiro[5.5]undec-3-yl-ethanone), C(C)(C)(C)OC(CCN(C(=S)N)CC=1SC(=CC1)C)=O (3-[1-(5-methyl-thiophen-2-ylmethyl)-thioureido]-propionic acid tert-butyl ester). Solvent: CO (MeOH). Yields the product C(C)(C)(C)OC(CCN(C=1SC=C(N1)C1CCC2(CC1)CCCCC2)CC=2SC(=CC2)C)=O (3-[(5-methyl-thiophen-2-ylmethyl)-(4-spiro[5.5]undec-3-yl-thiazol-2-yl)-amino]-propionic acid tert-butyl ester). As a reaction SMILES: Br[CH2:2][C:3]([CH:5]1[CH2:10][CH2:9][C:8]2([CH2:15][CH2:14][CH2:13][CH2:12][CH2:11]2)[CH2:7][CH2:6]1)=O.[C:16]([O:20][C:21](=[O:35])[CH2:22][CH2:23][N:24]([CH2:28][C:29]1[S:30][C:31]([CH3:34])=[CH:32][CH:33]=1)[C:25]([NH2:27])=[S:26])([CH3:19])([CH3:18])[CH3:17]>CO>[C:16]([O:20][C:21](=[O:35])[CH2:22][CH2:23][N:24]([CH2:28][C:29]1[S:30][C:31]([CH3:34])=[CH:32][CH:33]=1)[C:25]1[S:26][CH:2]=[C:3]([CH:5]2[CH2:10][CH2:9][C:8]3([CH2:15][CH2:14][CH2:13][CH2:12][CH2:11]3)[CH2:7][CH2:6]2)[N:27]=1)([CH3:19])([CH3:18])[CH3:17]. Procedure: 2-bromo-1-spiro[5.5]undec-3-yl-ethanone (200 mg, 0.7 mmol) in MeOH (2 mL) was treated with 3-[1-(5-methyl-thiophen-2-ylmethyl)-thioureido]-propionic acid tert-butyl ester (250 mg, 0.8 mmol) following a method analogous to General Procedure C to produce 3-[(5-methyl-thiophen-2-ylmethyl)-(4-spiro[5.5]undec-3-yl-thiazol-2-yl)-amino]-propionic acid tert-butyl ester after workup and purification (45 mg). This propionate ester derivative (45 mg, 0.09 mmol) was hydrolyzed using NaOH (0.5 mL of 2.0N aq ... Reactants: Cl (HCl), C(#N)C1=NC(=CC2=C1C(=NN2C(C2=CC=CC=C2)(C2=CC=CC=C2)C2=CC=CC=C2)OC)NC(=O)N[C@H](C)C2=CC=CC=C2 ((R)-1-(4-cyano-3-methoxy-1-trityl-1H-pyrazolo[4,3-c]pyridin-6-yl)-3-(1-phenylethyl)urea), OO (hydrogen peroxide), C(#N)C1=NC(=CC2=C1C(=NN2C(C2=CC=CC=C2)(C2=CC=CC=C2)C2=CC=CC=C2)OC)NC(=O)N[C@H](C)C2=CC=CC=C2 ((R)-1-(4-cyano-3-methoxy-1-trityl-1H-pyrazolo[4,3-c]pyridin-6-yl)-3-(1-phenylethyl)urea), [OH-].[Na+] (NaOH). The solvent is C(C)O (Ethanol), CS(=O)C (DMSO). Run at temperature 60 celsius, time 30 minute. Yields the product COC1=NN(C2=C1C(=NC(=C2)NC(=O)N[C@H](C)C2=CC=CC=C2)C(=O)N)C(C2=CC=CC=C2)(C2=CC=CC=C2)C2=CC=CC=C2 ((R)-3-methoxy-6-(3-(1-phenylethyl)ureido)-1-trityl-1H-pyrazolo[4,3-c]pyridine-4-carboxamide). RXN SMILES: [C:1]([C:3]1[C:8]2[C:9]([O:31][CH3:32])=[N:10][N:11]([C:12]([C:25]3[CH:30]=[CH:29][CH:28]=[CH:27][CH:26]=3)([C:19]3[CH:24]=[CH:23][CH:22]=[CH:21][CH:20]=3)[C:13]3[CH:18]=[CH:17][CH:16]=[CH:15][CH:14]=3)[C:7]=2[CH:6]=[C:5]([NH:33][C:34]([NH:36][C@@H:37]([C:39]2[CH:44]=[CH:43][CH:42]=[CH:41][CH:40]=2)[CH3:38])=[O:35])[N:4]=1)#[N:2].[OH-:45].[Na+].OO.Cl>CS(C)=O.C(O)C>[CH3:32][O:31][C:9]1[C:8]2[C:3]([C:1]([NH2:2])=[O:45])=[N:4][C:5]([NH:33][C:34]([NH:36][C@@H:37]([C:39]3[CH:44]=[CH:43][CH:42]=[CH:41][CH:40]=3)[CH3:38])=[O:35])=[CH:6][C:7]=2[N:11]([C:12]([C:19]2[CH:24]=[CH:23][CH:22]=[CH:21][CH:20]=2)([C:25]2[CH:26]=[CH:27][CH:28]=[CH:29][CH:30]=2)[C:13]2[CH:14]=[CH:15][CH:16]=[CH:17][CH:18]=2)[N:10]=1 |f:1.2|. Procedure details: (R)-1-(4-cyano-3-methoxy-1-trityl-1H-pyrazolo[4,3-c]pyridin-6-yl)-3-(1-phenylethyl)urea (70 mg, 0.121 mmol, synthesized from Intermediate 42B following Scheme 3-Step 2/Method A) was taken up in DMSO (605 μl) and Ethanol (605 μl). NaOH (1.8 ml, 1.815 mmol) was added followed by dropwise addition of hydrogen peroxide (180 μl, 2.056 mmol). The reaction was heated to 60° C. and was allowed to stir for 30 minutes. Room temperature was attained and 1N HCl was added and the products were extracted into... The reactants are resultant mixture, C(C=1C(S)=CC=CC1)(=O)OC (methyl thiosalicylate), [Na] (sodium), Cl.ClCC(OCCC)=N (propyl chloroacetimidate hydrochloride). The solvent is C(CC)O (n-propanol). Product: OC=1C2=C(SC1C(OCCC)=N)C=CC=C2 (Propyl 3-hydroxy-benzo[b]thiophene-2-carboximidate). Isolated yield 26.3%. RXN SMILES: [C:1]([O:10]C)(=O)[C:2]1[C:3](=[CH:5][CH:6]=[CH:7][CH:8]=1)[SH:4].[Na].Cl.Cl[CH2:15][C:16](=[NH:21])[O:17][CH2:18][CH2:19][CH3:20]>C(O)CC>[OH:10][C:1]1[C:2]2[CH:8]=[CH:7][CH:6]=[CH:5][C:3]=2[S:4][C:15]=1[C:16](=[NH:21])[O:17][CH2:18][CH2:19][CH3:20] |f:2.3,^1:11|. Reported procedure: 16.8 g (0.1 mol) of methyl thiosalicylate are added dropwise to a solution of 4.6 g (0.2 mol) of sodium in 400 ml of anhydrous n-propanol. To this mixture 17.2 g (0.1 mol) of propyl chloroacetimidate hydrochloride are slowly added and the resultant mixture is heated under reflux for 6 hours. The reaction mixture is evaporated under vacuum and the residue distributed between water and dichloromethane. The organic phase is dried, evaporated, and the residue recrystallized from ethyl acetate/diisop... Reactants: C(C)(C)(C)OC(=O)N[C@H](COS(=O)(=O)C)C1=C(C(=CC=C1)Cl)F (methanesulfonic acid (S)-2-tert-butoxycarbonylamino-2-(3-chloro-2-fluoro-phenyl)-ethyl ester), CCO (EtOH), CNC (dimethylamine), CCOC(=O)C (EtOAc). Product: C(C)(C)(C)OC(N[C@H](CN(C)C)C1=C(C(=CC=C1)Cl)F)=O ([(S)-1-(3-Chloro-2-fluoro-phenyl)-2-dimethylamino-ethyl]-carbamic acid tert-butyl ester). As a reaction SMILES: [C:1]([O:5][C:6]([NH:8][C@@H:9]([C:16]1[CH:21]=[CH:20][CH:19]=[C:18]([Cl:22])[C:17]=1[F:23])[CH2:10]OS(C)(=O)=O)=[O:7])([CH3:4])([CH3:3])[CH3:2].CCO.CCOC(C)=O.[CH3:33][NH:34][CH3:35]>>[C:1]([O:5][C:6](=[O:7])[NH:8][C@@H:9]([C:16]1[CH:21]=[CH:20][CH:19]=[C:18]([Cl:22])[C:17]=1[F:23])[CH2:10][N:34]([CH3:35])[CH3:33])([CH3:4])([CH3:3])[CH3:2]. Reported procedure: A solution of methanesulfonic acid (S)-2-tert-butoxycarbonylamino-2-(3-chloro-2-fluoro-phenyl)-ethyl ester (690 mg, 1.88 mmol) in 33% dimethylamine in EtOH (5.6 M, 7.5 mL, 42 mmol) was heated at 80° C. for 2 h in a sealed tube. The reaction mixture was concentrated and the crude material was purified by flash column chromatography on silica gel (c-hexane/EtOAc 1:1 to EtOAc) to give a pale yellow oil. TLC, Rf (EtOAc): 0.60; MS (UPLC/MS): 317.3/319.3 [M+H]+; tR (HPLC conditions a): 3.19 min. Starting materials: BrCc1ccccc1, Cc1ccccc1, Cn1cnc(-c2ccccc2)c1-c1ccccc1. The product is [Br-], C[n+]1cn(Cc2ccccc2)c(-c2ccccc2)c1-c1ccccc1. As a reaction SMILES: [Br:19][CH2:20][c:21]1[cH:22][cH:23][cH:24][cH:25][cH:26]1.[CH3:27][c:28]1[cH:29][cH:30][cH:31][cH:32][cH:33]1.[c:1]1(-[c:7]2[n:8][cH:9][n:10]([CH3:18])[c:11]2-[c:12]2[cH:13][cH:14][cH:15][cH:16][cH:17]2)[cH:2][cH:3][cH:4][cH:5][cH:6]1>>[Br-:19].[c:1]1(-[c:7]2[n:8]([CH2:20][c:21]3[cH:22][cH:23][cH:24][cH:25][cH:26]3)[cH:9][n+:10]([CH3:18])[c:11]2-[c:12]2[cH:13][cH:14][cH:15][cH:16][cH:17]2)[cH:2][cH:3][cH:4][cH:5][cH:6]1. Reactants: CC(C)(C)c1ccc(N)cc1, [BH3-]C#N, CC(=O)O, CN1CCCC1=O, COC(OC)OC, CO, O=Cc1ccc(C(=O)NCC(O)C(=O)O)cc1, [Na+]. Product: CC(C)(C)c1ccc(NCc2ccc(C(=O)NCC(O)C(=O)O)cc2)cc1. As a reaction SMILES: [C:18]([CH3:19])([CH3:20])([CH3:21])[c:22]1[cH:23][cH:24][c:25]([NH2:26])[cH:27][cH:28]1.[C:33]([BH3-:34])#[N:35].[CH3:29][C:30](=[O:31])[OH:32].[CH3:37][N:38]1[CH2:39][CH2:40][CH2:41][C:42]1=[O:43].[CH3:44][O:45][CH:46]([O:47][CH3:48])[O:49][CH3:50].[CH3:51][OH:52].[CH:1](=[O:2])[c:3]1[cH:4][cH:5][c:6]([C:7](=[O:8])[NH:9][CH2:10][CH:11]([C:12](=[O:13])[OH:14])[OH:15])[cH:16][cH:17]1.[Na+:36]>>[CH2:1]([c:3]1[cH:4][cH:5][c:6]([C:7](=[O:8])[NH:9][CH2:10][CH:11]([C:12](=[O:13])[OH:14])[OH:15])[cH:16][cH:17]1)[NH:26][c:25]1[cH:24][cH:23][c:22]([C:18]([CH3:19])([CH3:20])[CH3:21])[cH:28][cH:27]1.